Dataset: the Open Reaction Database (ORD), a public repository of structured organic reaction records. Task: describe an organic reaction: reactants, conditions, products, and yield Starting materials: C(C)(=O)N1CC2=C(C(=CC=C2CC1)Cl)Cl (2-Acetyl-7,8-dichloro-1,2,3,4-tetrahydroisoquinoline), B#B (diborane), CO (Methanol). Run in O1CCCC1 (tetrahydrofuran). Product: Cl.ClC1=CC=C2CCN(CC2=C1Cl)CC (7,8-dichloro-2-ethyl-1,2,3,4-tetrahydroisoquinoline hydrochloride). Reaction SMILES: [C:1]([N:4]1[CH2:13][CH2:12][C:11]2[C:6](=[C:7]([Cl:15])[C:8]([Cl:14])=[CH:9][CH:10]=2)[CH2:5]1)(=O)[CH3:2].B#B.CO>O1CCCC1>[ClH:14].[Cl:14][C:8]1[C:7]([Cl:15])=[C:6]2[C:11]([CH2:12][CH2:13][N:4]([CH2:1][CH3:2])[CH2:5]2)=[CH:10][CH:9]=1 |f:4.5|. Procedure: 2-Acetyl-7,8-dichloro-1,2,3,4-tetrahydroisoquinoline is treated with excess diborane in tetrahydrofuran and refluxed for 16 hours. Methanol is added to destroy excess diborane and the solvent is removed in vacuo. The residue is dissolved in ether, treated with hydrogen chloride and filtered to give 7,8-dichloro-2-ethyl-1,2,3,4-tetrahydroisoquinoline hydrochloride. Reaction SMILES: [CH:1]([C:3]1[CH:4]=[CH:5][C:6]([N:11]2[CH:15]=[N:14][CH:13]=[N:12]2)=[C:7]([CH:10]=1)[C:8]#[N:9])=O.C(O)(=O)[CH2:17][C:18]([OH:20])=[O:19].N1CCCCC1>N1C=CC=CC=1>[C:8]([C:7]1[CH:10]=[C:3](/[CH:1]=[CH:17]/[C:18]([OH:20])=[O:19])[CH:4]=[CH:5][C:6]=1[N:11]1[CH:15]=[N:14][CH:13]=[N:12]1)#[N:9]. Reactants: C(=O)C=1C=CC(=C(C#N)C1)N1N=CN=C1 (5-formyl-2-(1H-1,2,4-triazol-1-yl)benzonitrile), C(CC(=O)O)(=O)O (malonic acid), N1CCCCC1 (piperidine). Solvent: N1=CC=CC=C1 (pyridine). Reported procedure: 2.05 g (10.3 mmol) of 5-formyl-2-(1H-1,2,4-triazol-1-yl)benzonitrile (lit.: WO-A-2008/019760), 1.60 g (16.6 mmol) of malonic acid and 176 mg (2.07 mmol) of piperidine were stirred in 20 ml of pyridine at 80° C. for 48 hours. The pyridine was distilled off under reduced pressure. The residue was added to ice-water and adjusted to pH 1 with concentrated hydrochloric acid. The aqueous phase was extracted repeatedly with ethyl acetate and dried over sodium sulphate, and the solvent was distilled off... Yields the product C(#N)C=1C=C(C=CC1N1N=CN=C1)/C=C/C(=O)O ((2E)-3-[3-Cyano-4-(1H-1,2,4-triazol-1-yl)phenyl]acrylic acid). Procedure: A solution of 3-iodo-1-tosyl-1H-indole-5-carboxylic acid (1.330 g, 3.01 mmol), N-(2-phenylpropan-2-yl)hydrazinecarbothioamide (0.631 g, 3.01 mmol), and N1-((ethylimino)methylene)-N3,N3-dimethylpropane-1,3-diamine hydrochloride (1.156 g, 6.03 mmol) (Sigma-Aldrich) in DMF (5.0 mL) was heated at 80° C. for 2 h. The solution was cooled to RT. Water (precipitate formed), EtOAc and Celite were added, and the solids were removed by filtration and washed with EtOAc (3×). The organic layer was evaporated... The reactants are O (Water), IC1=CN(C2=CC=C(C=C12)C(=O)O)S(=O)(=O)C1=CC=C(C)C=C1 (3-iodo-1-tosyl-1H-indole-5-carboxylic acid), C1(=CC=CC=C1)C(C)(C)NC(=S)NN (N-(2-phenylpropan-2-yl)hydrazinecarbothioamide), Cl.C(C)N=C=NCCCN(C)C (N1-((ethylimino)methylene)-N3,N3-dimethylpropane-1,3-diamine hydrochloride). The product is IC1=CN(C2=CC=C(C=C12)C1=NN=C(O1)NC(C)(C)C1=CC=CC=C1)S(=O)(=O)C1=CC=C(C)C=C1 (5-(3-iodo-1-tosyl-1H-indol-5-yl)-N-(2-phenylpropan-2-yl)-1,3,4-oxadiazol-2-amine). Solvent: CCOC(=O)C (EtOAc), CN(C)C=O (DMF). Yield: 22.7%. Reaction SMILES: [I:1][C:2]1[C:10]2[C:5](=[CH:6][CH:7]=[C:8]([C:11](O)=[O:12])[CH:9]=2)[N:4]([S:14]([C:17]2[CH:23]=[CH:22][C:20]([CH3:21])=[CH:19][CH:18]=2)(=[O:16])=[O:15])[CH:3]=1.[C:24]1([C:30]([NH:33][C:34]([NH:36][NH2:37])=S)([CH3:32])[CH3:31])[CH:29]=[CH:28][CH:27]=[CH:26][CH:25]=1.Cl.C(N=C=NCCCN(C)C)C.O>CN(C=O)C.CCOC(C)=O>[I:1][C:2]1[C:10]2[C:5](=[CH:6][CH:7]=[C:8]([C:11]3[O:12][C:34]([NH:33][C:30]([C:24]4[CH:29]=[CH:28][CH:27]=[CH:26][CH:25]=4)([CH3:32])[CH3:31])=[N:36][N:37]=3)[CH:9]=2)[N:4]([S:14]([C:17]2[CH:23]=[CH:22][C:20]([CH3:21])=[CH:19][CH:18]=2)(=[O:16])=[O:15])[CH:3]=1 |f:2.3|. Reactants: O=C1C(CC2=CC(=C(C(=C12)Cl)Cl)OCC(=O)O)(C1=CC=CC=C1)C ((1-Oxo-2-methyl-2-phenyl-6,7-dichloro-5-indanyloxy)acetic acid), ClS(=O)(=O)O (chlorosulfonic acid). Reaction conditions: temperature 0 celsius, time 2 hour. Yields the product O=C1C(CC2=CC(=C(C(=C12)Cl)Cl)OCC(=O)O)(C)C1=CC=C(C=C1)S(=O)(=O)Cl ([1-Oxo-2-(4-chlorosulfonylphenyl)-2-methyl-6,7-dichloro-5-indanyloxy]acetic acid). Reaction SMILES: [O:1]=[C:2]1[C:10]2[C:5](=[CH:6][C:7]([O:13][CH2:14][C:15]([OH:17])=[O:16])=[C:8]([Cl:12])[C:9]=2[Cl:11])[CH2:4][C:3]1([CH3:24])[C:18]1[CH:23]=[CH:22][CH:21]=[CH:20][CH:19]=1.[Cl:25][S:26](O)(=[O:28])=[O:27]>>[O:1]=[C:2]1[C:10]2[C:5](=[CH:6][C:7]([O:13][CH2:14][C:15]([OH:17])=[O:16])=[C:8]([Cl:12])[C:9]=2[Cl:11])[CH2:4][C:3]1([C:18]1[CH:23]=[CH:22][C:21]([S:26]([Cl:25])(=[O:28])=[O:27])=[CH:20][CH:19]=1)[CH3:24]. Procedure: (1-Oxo-2-methyl-2-phenyl-6,7-dichloro-5-indanyloxy)acetic acid (0.50 g., 0.0014 mole) is added portionwise with stirring to chlorosulfonic acid (5 ml.) in an ice-water bath. The reaction mixture is stirred at 0° C. for 2 hours, left to come to ambient temperature for 2 hours, then slowly added to crushed ice to precipitate 0.51 g. of [1-oxo-2-(b 4-chlorosulfonylphenyl)-2-methyl-6,7-dichloro-5-indanyloxy]acetic acid which melts at 209°-210° C. after crystallization from acetic acid:water, 3:2. Starting materials: CCCCC, CCOCC, O=C=NC(F)(F)F, ONc1ccccc1. Yields the product O=C(NC(F)(F)F)N(O)c1ccccc1. As a reaction SMILES: [CH3:16][CH2:17][CH2:18][CH2:19][CH3:20].[CH3:21][CH2:22][O:23][CH2:24][CH3:25].[F:1][C:2]([F:3])([F:4])[N:5]=[C:6]=[O:7].[c:8]1([NH:14][OH:15])[cH:9][cH:10][cH:11][cH:12][cH:13]1>>[F:1][C:2]([F:3])([F:4])[NH:5][C:6](=[O:7])[N:14]([c:8]1[cH:9][cH:10][cH:11][cH:12][cH:13]1)[OH:15].